Dataset: the Open Reaction Database (ORD), a public repository of structured organic reaction records. Task: describe an organic reaction: reactants, conditions, products, and yield The reactants are CSC[C@@H](N)C(=O)N1CCC(CC1)C1CCN(CC1)C (1-(S-methyl-D-cysteinyl)-4-(1-methyl-piperidin-4-yl)piperidine), ClC=1C=CC2=C(SC(=C2)C(=O)O)C1 (6-chlorobenzo[b]thiophene-2-carboxylic acid). Yields the product Cl.ClC=1C=CC2=C(SC(=C2)C(=O)N[C@H](CSC)C(=O)N2CCC(CC2)C2CCN(CC2)C)C1 (1-[N-(6-Chlorobenzo[b]thiophene-2-carbonyl)-S-methyl-D-cysteinyl]-4-(1-methylpiperidin-4-yl)piperidine Hydrochloride). Reaction SMILES: [CH3:1][S:2][CH2:3][C@H:4]([C:6]([N:8]1[CH2:13][CH2:12][CH:11]([CH:14]2[CH2:19][CH2:18][N:17]([CH3:20])[CH2:16][CH2:15]2)[CH2:10][CH2:9]1)=[O:7])[NH2:5].[Cl:21][C:22]1[CH:23]=[CH:24][C:25]2[CH:29]=[C:28]([C:30](O)=[O:31])[S:27][C:26]=2[CH:33]=1>>[ClH:21].[Cl:21][C:22]1[CH:23]=[CH:24][C:25]2[CH:29]=[C:28]([C:30]([NH:5][C@@H:4]([C:6]([N:8]3[CH2:9][CH2:10][CH:11]([CH:14]4[CH2:15][CH2:16][N:17]([CH3:20])[CH2:18][CH2:19]4)[CH2:12][CH2:13]3)=[O:7])[CH2:3][S:2][CH3:1])=[O:31])[S:27][C:26]=2[CH:33]=1 |f:2.3|. Reported procedure: Prepared from 1-(S-methyl-D-cysteinyl)-4-(1-methyl-piperidin-4-yl)piperidine and 6-chlorobenzo[b]thiophene-2-carboxylic acid using methods substantially equivalent to General Coupling Method 1. The HCl salt is prepared following General Salt Formation Method 1.